From a dataset of the Open Reaction Database (ORD), a public repository of structured organic reaction records. describe an organic reaction: reactants, conditions, products, and yield The reactants are C([O-])([O-])=O.[K+].[K+] (potassium carbonate), C(C1=CC=CC=C1)C1=NC2=CC(=CC=C2C=C1OC)Br (2-benzyl-7-bromo-3-methoxyquinoline), Br (hydrobromic acid). The reagents and catalysts are [Br-].C(CCCCCCCCCCCCCCC)[P+](CCCC)(CCCC)CCCC (n-hexadecyl-tri-n-butylphosphonium bromide). The solvent is C(C)(=O)O (acetic acid). Yields the product C(C1=CC=CC=C1)C1=NC2=CC(=CC=C2C=C1O)Br (2-Benzyl-7-bromo-3-hydroxyquinoline). The yield is 146.9%. Reaction SMILES: [CH2:1]([C:8]1[C:17]([O:18]C)=[CH:16][C:15]2[C:10](=[CH:11][C:12]([Br:20])=[CH:13][CH:14]=2)[N:9]=1)[C:2]1[CH:7]=[CH:6][CH:5]=[CH:4][CH:3]=1.Br.C(=O)([O-])[O-].[K+].[K+]>[Br-].C([P+](CCCC)(CCCC)CCCC)CCCCCCCCCCCCCCC.C(O)(=O)C>[CH2:1]([C:8]1[C:17]([OH:18])=[CH:16][C:15]2[C:10](=[CH:11][C:12]([Br:20])=[CH:13][CH:14]=2)[N:9]=1)[C:2]1[CH:3]=[CH:4][CH:5]=[CH:6][CH:7]=1 |f:2.3.4,5.6|. Procedure: A mixture of 1.28 g of 2-benzyl-7-bromo-3-methoxyquinoline obtained in Example 209d, 990 mg of n-hexadecyl-tri-n-butylphosphonium bromide, 12 ml of 47% hydrobromic acid and 10 ml of acetic acid was heated under reflux for 12 hours. After cooling as it was, the reaction solution was slowly poured into an aqueous potassium carbonate solution and the mixture was extracted with diethyl ether. The organic phase was washed with brine and the solvent was removed, to give 1.8 g of the target compound (i... Reactants: COCCCn1c(C2CCCN(C(=O)CC(Cc3ccc4ccccc4c3)NC(=O)OC(C)(C)C)C2)nc2ccc(C(=O)OC)cc21, ClCCl. Product: COCCCn1c(C2CCCN(C(=O)CC(N)Cc3ccc4ccccc4c3)C2)nc2ccc(C(=O)OC)cc21. RXN SMILES: [C:1]([O:2][C:3](=[O:4])[NH:8][CH:9]([CH2:10][C:11](=[O:12])[N:13]1[CH2:14][CH:15]([c:19]2[n:20][c:21]3[c:22]([n:23]2[CH2:24][CH2:25][CH2:26][O:27][CH3:28])[cH:29][c:30]([C:33](=[O:34])[O:35][CH3:36])[cH:31][cH:32]3)[CH2:16][CH2:17][CH2:18]1)[CH2:37][c:38]1[cH:39][c:40]2[cH:41][cH:42][cH:43][cH:44][c:45]2[cH:46][cH:47]1)([CH3:5])([CH3:6])[CH3:7].[Cl:48][CH2:49][Cl:50]>>[NH2:8][CH:9]([CH2:10][C:11](=[O:12])[N:13]1[CH2:14][CH:15]([c:19]2[n:20][c:21]3[c:22]([n:23]2[CH2:24][CH2:25][CH2:26][O:27][CH3:28])[cH:29][c:30]([C:33](=[O:34])[O:35][CH3:36])[cH:31][cH:32]3)[CH2:16][CH2:17][CH2:18]1)[CH2:37][c:38]1[cH:39][c:40]2[cH:41][cH:42][cH:43][cH:44][c:45]2[cH:46][cH:47]1. The reactants are COC(CC1=CC=C2C(=N1)COC2=C2C(NC1=CC=C(C=C21)F)=O)OC (3-[2-(2,2-dimethoxy-ethyl)-7H-furo[3,4-b]pyridin-5-ylidene]-5-fluoro-1,3-dihydro-indol-2-one), S(O)(O)(=O)=O (sulfuric acid), ice water. Solvent: C1CCOC1 (THF). Conditions: temperature 60 celsius. The product is FC=1C=C2C(C(NC2=CC1)=O)=C1OCC2=NC(=CC=C21)CC=O ([5-(5-Fluoro-2-oxo-1,2-dihydro-indol-3-ylidene)-5,7-dihydro-furo[3,4-b]pyridin-2-yl]-acetaldehyde). Yield: 54.4%. RXN SMILES: C[O:2][CH:3](OC)[CH2:4][C:5]1[N:10]=[C:9]2[CH2:11][O:12][C:13](=[C:14]3[C:22]4[C:17](=[CH:18][CH:19]=[C:20]([F:23])[CH:21]=4)[NH:16][C:15]3=[O:24])[C:8]2=[CH:7][CH:6]=1.S(=O)(=O)(O)O>C1COCC1>[F:23][C:20]1[CH:21]=[C:22]2[C:17](=[CH:18][CH:19]=1)[NH:16][C:15](=[O:24])[C:14]2=[C:13]1[C:8]2[C:9](=[N:10][C:5]([CH2:4][CH:3]=[O:2])=[CH:6][CH:7]=2)[CH2:11][O:12]1. Procedure details: A solution of 3-[2-(2,2-dimethoxy-ethyl)-7H-furo[3,4-b]pyridin-5-ylidene]-5-fluoro-1,3-dihydro-indol-2-one (52 mg, 0.16 mmol) in THF (5 ml) is treated with 0.63 mL of an aqueous 2.5 M sulfuric acid solution (0.63 mL). The reaction mixture is heated to 60° C. for 1 h, cooled to room temperature and poured into 100 mL ice water with stirring. The brown solid which precipitated is collected by filtration, washed with water, and dried under vacuum to give the title compound as brown solid (27 mg, 54... The solvent is C1(=CC=CC=C1)C (toluene), C1(=CC=CC=C1)C (toluene). Reactants: O1CCN(CC1)CCO (2-morpholinoethanol), NC1=C2C(OCC2=C(C(=C1C/C=C(/CCC(=O)O)\C)CC)C)=O ((E)-6-(4-amino-1,3-dihydro-6-ethyl-7-methyl-3-oxoisobenzofuran-5-yl)-4-methyl-4-hexenoic acid). The product is NC1=C2C(OCC2=C(C(=C1C/C=C(/CCC(=O)OCCN1CCOCC1)\C)CC)C)=O (2-(morpholin-4-yl)ethyl (E)-6 -(4-amino-1,3-dihydro-6-ethyl-7-methyl-3-oxoisobenzofuran-5-yl)-4-methyl-4-hexenoate). Reaction conditions: temperature 117 celsius, time 2 hour. RXN SMILES: [NH2:1][C:2]1[C:10]([CH2:11]/[CH:12]=[C:13](\[CH3:19])/[CH2:14][CH2:15][C:16]([OH:18])=[O:17])=[C:9]([CH2:20][CH3:21])[C:8]([CH3:22])=[C:7]2[C:3]=1[C:4](=[O:23])[O:5][CH2:6]2.[O:24]1[CH2:29][CH2:28][N:27]([CH2:30][CH2:31]O)[CH2:26][CH2:25]1>C1(C)C=CC=CC=1>[NH2:1][C:2]1[C:10]([CH2:11]/[CH:12]=[C:13](\[CH3:19])/[CH2:14][CH2:15][C:16]([O:18][CH2:31][CH2:30][N:27]2[CH2:28][CH2:29][O:24][CH2:25][CH2:26]2)=[O:17])=[C:9]([CH2:20][CH3:21])[C:8]([CH3:22])=[C:7]2[C:3]=1[C:4](=[O:23])[O:5][CH2:6]2. Reported procedure: 7 g of (E)-6-(4-amino-1,3-dihydro-6-ethyl-7-methyl-3-oxoisobenzofuran-5-yl)-4-methyl-4-hexenoic acid and toluene (25 ml) are warmed gently to form a solution. A slight excess of 2-morpholinoethanol (3 g) and toluene (25 ml) are added. The reaction mixture is stirred for half an hour and then heated to reflux at an initial pot temperature of 117° C. (which increases a few degrees during reflux) under a Dean-Stark trap for 80 hours. The reaction mixture is cooled, washed with water (2×15 ml), 10% ... Starting materials: C(C)(C)NC(C)C (diisopropylamine), BrCC1=CN(C2=CC=CC=C12)S(=O)(=O)C1=CC=C(C)C=C1 (3-(bromomethyl)-1-tosyl-1H-indole), O=C1NCCCC12CCN(CC2)C(=O)OC(C)(C)C (tert-butyl 1-oxo-2,9-diazaspiro[5.5]undecane-9-carboxylate). Solvent: C1CCOC1 (THF), C1CCOC1 (THF), C1CCOC1 (THF). Run at temperature 0 celsius, time 30 minute. The product is O=C1N(CCCC12CCN(CC2)C(=O)OC(C)(C)C)CC2=CN(C1=CC=CC=C21)S(=O)(=O)C2=CC=C(C)C=C2 (tert-butyl 1-oxo-2-((1-tosyl-1H-indol-3-yl)methyl)-2,9-diazaspiro[5.5]undecane-9-carboxylate). Reaction SMILES: C(NC(C)C)(C)C.[O:8]=[C:9]1[C:14]2([CH2:19][CH2:18][N:17]([C:20]([O:22][C:23]([CH3:26])([CH3:25])[CH3:24])=[O:21])[CH2:16][CH2:15]2)[CH2:13][CH2:12][CH2:11][NH:10]1.Br[CH2:28][C:29]1[C:37]2[C:32](=[CH:33][CH:34]=[CH:35][CH:36]=2)[N:31]([S:38]([C:41]2[CH:47]=[CH:46][C:44]([CH3:45])=[CH:43][CH:42]=2)(=[O:40])=[O:39])[CH:30]=1>C1COCC1>[O:8]=[C:9]1[C:14]2([CH2:15][CH2:16][N:17]([C:20]([O:22][C:23]([CH3:26])([CH3:25])[CH3:24])=[O:21])[CH2:18][CH2:19]2)[CH2:13][CH2:12][CH2:11][N:10]1[CH2:28][C:29]1[C:37]2[C:32](=[CH:33][CH:34]=[CH:35][CH:36]=2)[N:31]([S:38]([C:41]2[CH:42]=[CH:43][C:44]([CH3:45])=[CH:46][CH:47]=2)(=[O:40])=[O:39])[CH:30]=1. Procedure details: To a solution of diisopropylamine (1.238 mL, 8.60 mmol) in THF (40 mL) n-butyllithium (6.01 mL, 9.61 mmol) was added at 0° C. and the mixture was stirred for 30 min at 0° C. Then a solution of tert-butyl 1-oxo-2,9-diazaspiro[5.5]undecane-9-carboxylate [1198284-94-4] (2.57 g, 9.28 mmol) in THF (10 mL) was added within 3 min and the mixture was stirred for 30 min at 0° C. 3-(bromomethyl)-1-tosyl-1H-indole [58550-81-5] (3.2 g, 8.43 mmol) in THF (10 mL) was dropped to the reaction mixture within 15 ... Yields the product FC1(CCN(CC1)C(=O)OC(C)(C)C)COC=1C=CC=C2C=CC(=NC12)C1=CN=C2N1C=CC(=C2)OCCOC (tert-butyl 4-fluoro-4-((2-(7-(2-methoxyethoxy)imidazo[1,2-a]pyridin-3-yl)quinolin-8-yloxy)methyl)piperidine-1-carboxylate). Reported procedure: 2-(7-(2-Methoxyethoxy)imidazo[1,2-a]pyridin-3-yl)quinolin-8-ol (0.050 g, 0.149 mmol) was dissolved in DMA (0.5 mL) and treated with Cs2CO3 (0.097 g, 0.29 mmol). After stirring for several minutes, tert-butyl 4-fluoro-4-((methylsulfonyloxy)methyl)piperidine-1-carboxylate (0.053 g, 0.171 mmol) was added. The mixture was heated to 90° C. for 40 hours. The entire reaction mixture was applied to a SiO2 column and eluted with a gradient from 1-20% (6% NH4OH in MeOH)/ethyl acetate to provide the desire... Reactants: SiO2, COCCOC1=CC=2N(C=C1)C(=CN2)C2=NC1=C(C=CC=C1C=C2)O (2-(7-(2-Methoxyethoxy)imidazo[1,2-a]pyridin-3-yl)quinolin-8-ol), FC1(CCN(CC1)C(=O)OC(C)(C)C)COS(=O)(=O)C (tert-butyl 4-fluoro-4-((methylsulfonyloxy)methyl)piperidine-1-carboxylate), C(=O)([O-])[O-].[Cs+].[Cs+] (Cs2CO3). The yield is 13.4%. Reaction SMILES: [CH3:1][O:2][CH2:3][CH2:4][O:5][C:6]1[CH:11]=[CH:10][N:9]2[C:12]([C:15]3[CH:24]=[CH:23][C:22]4[C:17](=[C:18]([OH:25])[CH:19]=[CH:20][CH:21]=4)[N:16]=3)=[CH:13][N:14]=[C:8]2[CH:7]=1.C([O-])([O-])=O.[Cs+].[Cs+].[F:32][C:33]1([CH2:46]OS(C)(=O)=O)[CH2:38][CH2:37][N:36]([C:39]([O:41][C:42]([CH3:45])([CH3:44])[CH3:43])=[O:40])[CH2:35][CH2:34]1>CC(N(C)C)=O>[F:32][C:33]1([CH2:46][O:25][C:18]2[CH:19]=[CH:20][CH:21]=[C:22]3[C:17]=2[N:16]=[C:15]([C:12]2[N:9]4[CH:10]=[CH:11][C:6]([O:5][CH2:4][CH2:3][O:2][CH3:1])=[CH:7][C:8]4=[N:14][CH:13]=2)[CH:24]=[CH:23]3)[CH2:34][CH2:35][N:36]([C:39]([O:41][C:42]([CH3:45])([CH3:44])[CH3:43])=[O:40])[CH2:37][CH2:38]1 |f:1.2.3|. Conditions: temperature 90 celsius. The solvent is CC(=O)N(C)C (DMA). Reactants: C(C#C)(=O)O (propiolic acid), C(C)(=S)O (thioacetic acid). The reagents and catalysts are C(C)N(CC)CC (triethylamine). Solvent: C(C)O (ethanol). Conditions: time 5 minute. Yields the product C(C)(=O)S\C=C/C(=O)O (cis-3-(acetylthio)propenoic acid). Yield: 117.9%. As a reaction SMILES: [C:1]([OH:5])(=[O:4])[C:2]#[CH:3].[C:6]([OH:9])(=[S:8])[CH3:7]>C(O)C.C(N(CC)CC)C>[C:6]([S:8]/[CH:3]=[CH:2]\[C:1]([OH:5])=[O:4])(=[O:9])[CH3:7]. Procedure details: To a stirred, cooled (0° C.) solution of 1.0 ml (0.01625 mol) of propiolic acid in 12 ml of absolute ethanol under nitrogen was added 0.22 ml (0.0016 mol) of triethylamine. After 5 min, 1.45 ml (0.0203 mol) of thioacetic acid was added. After 20 h at 0° C. the reaction mixture was stripped of solvents to give 2.8 g of cis-3-(acetylthio)propenoic acid as a waxy solid. This product was used in the next step without further purification.